This data is from the Open Reaction Database (ORD), a public repository of structured organic reaction records. The task is: describe an organic reaction: reactants, conditions, products, and yield The reactants are O=c1n(CC2CO2)c(=O)n(CC2CO2)n1CC1CO1, [Cl-], Cl, [Na+]. Yields the product O=c1n(CC(O)CCl)c(=O)n(CC2CO2)n1CC1CO1. As a reaction SMILES: [CH2:2]([CH:3]1[CH2:4][O:5]1)[n:6]1[n:7]([CH2:17][CH:18]2[CH2:19][O:20]2)[c:8](=[O:9])[n:10]([CH2:13][CH:14]2[CH2:15][O:16]2)[c:11]1=[O:12].[Cl-:22].[ClH:1].[Na+:21]>>[Cl:1][CH2:15][CH:14]([CH2:13][n:10]1[c:8](=[O:9])[n:7]([CH2:17][CH:18]2[CH2:19][O:20]2)[n:6]([CH2:2][CH:3]2[CH2:4][O:5]2)[c:11]1=[O:12])[OH:16]. The reactants are N[C@@H](CC(=O)O)C(=O)O (L-aspartic acid), CC(CC=O)(C)C (3,3-dimethylbutyraldehyde). Reagents/catalysts: [Pd] (Pd/C). Solvent: CO.O (methanol water). Yields the product C(CC(C)(C)C)N([C@@H](CC(=O)O)C(=O)O)CCC(C)(C)C (N,N-di-neohexyl L-aspartic acid). As a reaction SMILES: [NH2:1][C@H:2]([C:7]([OH:9])=[O:8])[CH2:3][C:4]([OH:6])=[O:5].[CH3:10][C:11]([CH3:16])([CH3:15])[CH2:12][CH:13]=O>[Pd].CO.O>[CH2:13]([N:1]([CH2:13][CH2:12][C:11]([CH3:16])([CH3:15])[CH3:10])[C@H:2]([C:7]([OH:9])=[O:8])[CH2:3][C:4]([OH:6])=[O:5])[CH2:12][C:11]([CH3:16])([CH3:15])[CH3:10] |f:3.4|. Reported procedure: To a slurry of L-aspartic acid (4 g, 0.03 mol) in 1:1 methanol/water (80 mL) was added neat 3,3-dimethylbutyraldehyde (3 g, 0.03 mol), followed by Pd/C (4%, 50% wet, 0.5 g). The mixture was hydrogenated using H2 (50 psi) at room temperature for 2 days. The resulting reaction mixture was filtered through a Celite® bed, and the bed washed with methanol (50 mL) The filtrate and washings were combined and the methanol removed using a rotary evaporator under reduced pressure at 40-50° C. to provide t...